This data is from the Open Reaction Database (ORD), a public repository of structured organic reaction records. The task is: describe an organic reaction: reactants, conditions, products, and yield Starting materials: C(CCC)C=1N(C(=C(N1)Cl)COC)CC1=CC=C(C=C1)C1=C(C=CC=C1)C(=O)O (2-n-Butyl-1-[(2'-carboxybiphenyl-4-yl)methyl]-4-chloro-5-(methoxymethyl)imidazole), acid chloride, NC1=NN=NN1 (5-aminotetrazole). Yields the product C(CCC)C=1N(C(=C(N1)Cl)COC)CC1=CC=C(C=C1)C1=C(C=CC=C1)C(=O)NC1=NN=NN1 (2-n-Butyl-4-chloro-5-methoxymethyl-1-[(2'-((tetrazol-5-yl)aminocarbonyl)biphenyl-4-yl)-methyl]imidazole). As a reaction SMILES: [CH2:1]([C:5]1[N:6]([CH2:14][C:15]2[CH:20]=[CH:19][C:18]([C:21]3[CH:26]=[CH:25][CH:24]=[CH:23][C:22]=3[C:27]([OH:29])=O)=[CH:17][CH:16]=2)[C:7]([CH2:11][O:12][CH3:13])=[C:8]([Cl:10])[N:9]=1)[CH2:2][CH2:3][CH3:4].[NH2:30][C:31]1[NH:35][N:34]=[N:33][N:32]=1>>[CH2:1]([C:5]1[N:6]([CH2:14][C:15]2[CH:20]=[CH:19][C:18]([C:21]3[CH:26]=[CH:25][CH:24]=[CH:23][C:22]=3[C:27]([NH:30][C:31]3[NH:35][N:34]=[N:33][N:32]=3)=[O:29])=[CH:17][CH:16]=2)[C:7]([CH2:11][O:12][CH3:13])=[C:8]([Cl:10])[N:9]=1)[CH2:2][CH2:3][CH3:4]. Procedure: 2-n-Butyl-1-[(2'-carboxybiphenyl-4-yl)methyl]-4-chloro-5-(methoxymethyl)imidazole (1.0 g) was first converted to the corresponding acid chloride and then coupled to 5-aminotetrazole by the procedure in Example 78, Part C to yield 0.87 g of a yellow glass. Flash chromatography in 100% ethyl acetate over silica gel yielded 77.1 mg of a white solid; m.p. 169°-173°. NMR (200 MHz, CDCl3, DMSO-d6) δ12.0 (br s, 1H); 7.73-7.30 (m, 6H); 7.00 (d, 2H, J=7 Hz); 5.18 (s, 2H); 4.23 (s, 2H); 2.55 (t, 2H, J=7 H...